From a dataset of the Open Reaction Database (ORD), a public repository of structured organic reaction records. describe an organic reaction: reactants, conditions, products, and yield Starting materials: NC(=O)C1=C(C(=C(OCCCOC=2C(=C(OCC(=O)OCC)C=CC2)CCC)C=C1)CCC)OC (Ethyl [3-[3-[4-(aminocarbonyl)-3-methoxy-2-propylphenoxy]propoxy]-2-propylphenoxy]acetate), [OH-].[Li+] (lithium hydroxide). Solvent: CO (methanol). Conditions: time 8 hour. The product is NC(=O)C1=C(C(=C(OCCCOC=2C(=C(OCC(=O)O)C=CC2)CCC)C=C1)CCC)OC ([3-[3-[4-(Aminocarbonyl)-3-methoxy-2-propylphenoxy]propoxy]-2-propylphenoxy]acetic acid). Reaction SMILES: [NH2:1][C:2]([C:4]1[CH:30]=[CH:29][C:7]([O:8][CH2:9][CH2:10][CH2:11][O:12][C:13]2[C:14]([CH2:26][CH2:27][CH3:28])=[C:15]([CH:23]=[CH:24][CH:25]=2)[O:16][CH2:17][C:18]([O:20]CC)=[O:19])=[C:6]([CH2:31][CH2:32][CH3:33])[C:5]=1[O:34][CH3:35])=[O:3].[OH-].[Li+]>CO>[NH2:1][C:2]([C:4]1[CH:30]=[CH:29][C:7]([O:8][CH2:9][CH2:10][CH2:11][O:12][C:13]2[C:14]([CH2:26][CH2:27][CH3:28])=[C:15]([CH:23]=[CH:24][CH:25]=2)[O:16][CH2:17][C:18]([OH:20])=[O:19])=[C:6]([CH2:31][CH2:32][CH3:33])[C:5]=1[O:34][CH3:35])=[O:3] |f:1.2|. Reported procedure: The compound of Example 42 (90 mg, 0.1845 mmol) and 369 μl of 1 M lithium hydroxide were added to 2.0 ml of methanol, and the reaction mixture was stirred at room temperature overnight. The solvent was removed under vacuum, 10 ml of water was added, and the solution was acidified with dilute hydrochloric acid then stirred for 1 hour. The white precipitate that formed was removed by filtration and dried at 40° C. in a vacuum oven to give the product. Starting materials: O=C(Cl)C=Cc1ccccc1, C1CCOC1, C[Si](C)(C)[N-][Si](C)(C)C, Cl, [Li+], O=C1C=C(Oc2ccccc2)CCC1. The product is O=C(C=Cc1ccccc1)C1CCC(Oc2ccccc2)=CC1=O. RXN SMILES: [C:25]([CH:26]=[CH:27][c:28]1[cH:29][cH:30][cH:31][cH:32][cH:33]1)(=[O:34])[Cl:35].[CH2:37]1[O:38][CH2:39][CH2:40][CH2:41]1.[CH3:15][Si:16]([N-:17][Si:18]([CH3:19])([CH3:20])[CH3:21])([CH3:22])[CH3:23].[ClH:36].[Li+:24].[O:1]([c:2]1[cH:3][cH:4][cH:5][cH:6][cH:7]1)[C:8]1=[CH:9][C:10](=[O:14])[CH2:11][CH2:12][CH2:13]1>>[O:1]([c:2]1[cH:3][cH:4][cH:5][cH:6][cH:7]1)[C:8]1=[CH:9][C:10](=[O:14])[CH:11]([C:25]([CH:26]=[CH:27][c:28]2[cH:29][cH:30][cH:31][cH:32][cH:33]2)=[O:34])[CH2:12][CH2:13]1. The reactants are CN(C)C1(c2ccccc2)CCC(CC(=O)NCCc2ccccc2)CC1, CCC(C)=O, C[Si](C)(C)Cl. The product is CN(C)C1(c2ccccc2)CCC(CC(=O)NCCc2ccccc2)CC1, Cl. RXN SMILES: [CH3:1][N:2]([C:3]1([c:21]2[cH:22][cH:23][cH:24][cH:25][cH:26]2)[CH2:4][CH2:5][CH:6]([CH2:9][C:10](=[O:11])[NH:12][CH2:13][CH2:14][c:15]2[cH:16][cH:17][cH:18][cH:19][cH:20]2)[CH2:7][CH2:8]1)[CH3:27].[CH3:33][C:34]([CH2:35][CH3:36])=[O:37].[Cl:28][Si:29]([CH3:30])([CH3:31])[CH3:32]>>[CH3:1][N:2]([C:3]1([c:21]2[cH:22][cH:23][cH:24][cH:25][cH:26]2)[CH2:4][CH2:5][CH:6]([CH2:9][C:10](=[O:11])[NH:12][CH2:13][CH2:14][c:15]2[cH:16][cH:17][cH:18][cH:19][cH:20]2)[CH2:7][CH2:8]1)[CH3:27].[ClH:28]. The reactants are C(C1=CC=CC=C1)(=O)Cl (benzoyl chloride), C(CC1=CC=CC=C1)N (phenethylamine). The solvent is C(Cl)Cl (CH2Cl2). Run at time 3 hour. Product: C(CC1=CC=CC=C1)NC(C1=CC=CC=C1)=O (N-phenethyl benzamide). RXN SMILES: [C:1](Cl)(=[O:8])[C:2]1[CH:7]=[CH:6][CH:5]=[CH:4][CH:3]=1.[CH2:10]([NH2:18])[CH2:11][C:12]1[CH:17]=[CH:16][CH:15]=[CH:14][CH:13]=1>C(Cl)Cl>[CH2:10]([NH:18][C:1](=[O:8])[C:2]1[CH:7]=[CH:6][CH:5]=[CH:4][CH:3]=1)[CH2:11][C:12]1[CH:17]=[CH:16][CH:15]=[CH:14][CH:13]=1. Procedure: To a solution of benzoyl chloride (0.123 moles) (Aldrich) in 600 mL of CH2Cl2 was added 2.0 eq. of phenethylamine (Aldrich) dropwise. The reaction mixture was stirred at room temperature for 3 hours and then poured into a separatory and extracted with CH2Cl2. The organic extracts were washed with water and 1N HCl, and then dried over Na2SO4, filtered and concentrated to give N-phenethyl benzamide. Reactants: C(C)OC1=CC=C(C=C1)CCC1=C(OCCC2N(CCC2)C)C=CC=C1 (2-(2-{2-[2-(4-ethoxyphenyl)ethyl]phenoxy}ethyl)-1-methylpyrrolidine), Cl (hydrogen chloride). Solvent: C(C)(=O)OCC (ethyl acetate), solution, O1CCOCC1 (dioxane). The product is Cl.C(C)OC1=CC=C(C=C1)CCC1=C(OCCC2N(CCC2)C)C=CC=C1 (2-(2-{2-[2-(4-Ethoxyphenyl)ethyl]phenoxy}ethyl)-1-methylpyrrolidine hydrochloride). The yield is 73.0%. RXN SMILES: [CH2:1]([O:3][C:4]1[CH:9]=[CH:8][C:7]([CH2:10][CH2:11][C:12]2[CH:26]=[CH:25][CH:24]=[CH:23][C:13]=2[O:14][CH2:15][CH2:16][CH:17]2[CH2:21][CH2:20][CH2:19][N:18]2[CH3:22])=[CH:6][CH:5]=1)[CH3:2].[ClH:27]>C(OCC)(=O)C.O1CCOCC1>[ClH:27].[CH2:1]([O:3][C:4]1[CH:5]=[CH:6][C:7]([CH2:10][CH2:11][C:12]2[CH:26]=[CH:25][CH:24]=[CH:23][C:13]=2[O:14][CH2:15][CH2:16][CH:17]2[CH2:21][CH2:20][CH2:19][N:18]2[CH3:22])=[CH:8][CH:9]=1)[CH3:2] |f:4.5|. Reported procedure: 1.00 g of 2-(2-{2-[2-(4-ethoxyphenyl)ethyl]phenoxy}ethyl)-1-methylpyrrolidine [prepared as described in step (a) above] was dissolved in 10 m l of ethyl acetate, and 0.8 ml of a 4N solution of hydrogen chloride in dioxane was added to the solution. The mixture was then concentrated by distillation under reduced pressure. The resulting solid was dissolved in a small amount of methanol, and 30 ml of ethyl acetate were added to the solution, which was then allowed to stand at room temperature. The ... Reactants: CCO, [H][H], C1CCOC1, Cc1ccn2c(Cc3ccc(O)c([N+](=O)[O-])c3)c(C)nc2c1. Product: Cc1ccn2c(Cc3ccc(O)c(N)c3)c(C)nc2c1. RXN SMILES: [CH3:25][CH2:26][OH:27].[H:23][H:24].[O:28]1[CH2:29][CH2:30][CH2:31][CH2:32]1.[OH:1][c:2]1[c:3]([N+:20]([O-:21])=[O:22])[cH:4][c:5]([CH2:6][c:7]2[c:8]([CH3:17])[n:9][c:10]3[n:11]2[cH:12][cH:13][c:14]([CH3:16])[cH:15]3)[cH:18][cH:19]1>>[OH:1][c:2]1[c:3]([NH2:20])[cH:4][c:5]([CH2:6][c:7]2[c:8]([CH3:17])[n:9][c:10]3[n:11]2[cH:12][cH:13][c:14]([CH3:16])[cH:15]3)[cH:18][cH:19]1. Reactants: Cc1cc2c(c3ccc(=O)[nH]c13)OC(CBr)C2, C[S-], CN(C)C=O, [Na+]. Yields the product CSCC1Cc2cc(C)c3[nH]c(=O)ccc3c2O1. As a reaction SMILES: [Br:1][CH2:2][CH:3]1[CH2:4][c:5]2[c:6]([c:7]3[cH:8][cH:9][c:10](=[O:16])[nH:11][c:12]3[c:13]([CH3:15])[cH:14]2)[O:17]1.[CH3:18][S-:19].[CH3:21][N:22]([CH3:23])[CH:24]=[O:25].[Na+:20]>>[CH2:2]([CH:3]1[CH2:4][c:5]2[c:6]([c:7]3[cH:8][cH:9][c:10](=[O:16])[nH:11][c:12]3[c:13]([CH3:15])[cH:14]2)[O:17]1)[S:19][CH3:18]. Reactants: C1(CC1)N1C=C(C(C=2C=C3C(=NC12)C=C(C(=C3)F)F)=O)C(=O)OCC (1-cyclopropyl-7,8-difluoro-3-ethoxycarbonyl-4-oxo-1,4-dihydrobenzo[b][1,8]naphthyridine), O1C(=CC=C1)C1NCCNC1 ((RS)-2-(2-furyl)piperazine). Yields the product C1(CC1)N1C=C(C(C=2C=C3C(=NC12)C=C(C(=C3)F)N3CC(NCC3)C=3OC=CC3)=O)C(=O)OCC ((RS)-1-Cyclopropyl-3-ethoxycarbonyl-7-fluoro-8-[3-(2-furyl)-1-piperazinyl]-4-oxo-1,4-dihydrobenzo[b][1,8]naphthyridine). Isolated yield 89.5%. RXN SMILES: [CH:1]1([N:4]2[C:13]3[N:12]=[C:11]4[CH:14]=[C:15](F)[C:16]([F:18])=[CH:17][C:10]4=[CH:9][C:8]=3[C:7](=[O:20])[C:6]([C:21]([O:23][CH2:24][CH3:25])=[O:22])=[CH:5]2)[CH2:3][CH2:2]1.[O:26]1[CH:30]=[CH:29][CH:28]=[C:27]1[CH:31]1[CH2:36][NH:35][CH2:34][CH2:33][NH:32]1>>[CH:1]1([N:4]2[C:13]3[N:12]=[C:11]4[CH:14]=[C:15]([N:35]5[CH2:34][CH2:33][NH:32][CH:31]([C:27]6[O:26][CH:30]=[CH:29][CH:28]=6)[CH2:36]5)[C:16]([F:18])=[CH:17][C:10]4=[CH:9][C:8]=3[C:7](=[O:20])[C:6]([C:21]([O:23][CH2:24][CH3:25])=[O:22])=[CH:5]2)[CH2:2][CH2:3]1. Reported procedure: (RS)-1-Cyclopropyl-3-ethoxycarbonyl-7-fluoro-8-[3-(2-furyl)-1-piperazinyl]-4-oxo-1,4-dihydrobenzo[b][1,8]naphthyridine was prepared under the conditions of Example 39, but starting with 1-cyclopropyl-7,8-difluoro-3-ethoxycarbonyl-4-oxo-1,4-dihydrobenzo[b][1,8]naphthyridine (1.05 g) and (RS)-2-(2-furyl)piperazine (0.6 g). (RS)-1-Cyclopropyl-3-ethoxycarbonyl-7-fluoro-8-[3-(2-furyl)-1-piperazinyl]-4-oxo-1,4-dihydrobenzo[b][1,8]naphthyridine (1.3 g) is obtained in the form of a yellow solid, m.p. 18... Reactants: Cc1ccc(C(F)(F)F)cc1N, O=CCCl, [Na+], [Na+], O=C([O-])[O-]. The product is Cc1ccc(C(F)(F)F)cc1NCC=O. As a reaction SMILES: [CH3:1][c:2]1[c:3]([NH2:4])[cH:5][c:6]([C:9]([F:10])([F:11])[F:12])[cH:7][cH:8]1.[Cl:13][CH2:14][CH:15]=[O:16].[Na+:17].[Na+:18].[O-:19][C:20](=[O:21])[O-:22]>>[CH3:1][c:2]1[c:3]([NH:4][CH2:14][CH:15]=[O:16])[cH:5][c:6]([C:9]([F:10])([F:11])[F:12])[cH:7][cH:8]1.